Dataset: the Open Reaction Database (ORD), a public repository of structured organic reaction records. Task: describe an organic reaction: reactants, conditions, products, and yield Reactants: Cc1ccc(S(=O)(=O)OCC2COc3ccc([N+](=O)[O-])cc3O2)cc1, CCCCCCC, NCc1ccccc1. Product: O=[N+]([O-])c1ccc2c(c1)OC(CNCc1ccccc1)CO2. RXN SMILES: [CH3:1][c:2]1[cH:3][cH:4][c:5]([S:6]([O:7][CH2:12][CH:13]2[CH2:14][O:15][c:16]3[c:17]([cH:19][c:20]([N+:23](=[O:24])[O-:25])[cH:21][cH:22]3)[O:18]2)(=[O:8])=[O:9])[cH:10][cH:11]1.[CH3:34][CH2:35][CH2:36][CH2:37][CH2:38][CH2:39][CH3:40].[NH2:26][CH2:27][c:28]1[cH:29][cH:30][cH:31][cH:32][cH:33]1>>[CH2:12]([CH:13]1[CH2:14][O:15][c:16]2[c:17]([cH:19][c:20]([N+:23](=[O:24])[O-:25])[cH:21][cH:22]2)[O:18]1)[NH:26][CH2:27][c:28]1[cH:29][cH:30][cH:31][cH:32][cH:33]1. The reactants are N#Cc1ccc(Br)cc1, O=C([O-])[O-], C1COCCO1, CO, OB(O)c1ccc(F)nc1, [K+], [K+], O. The product is N#Cc1ccc(-c2ccc(F)nc2)cc1. Reaction SMILES: [Br:1][c:2]1[cH:3][cH:4][c:5]([C:6]#[N:7])[cH:8][cH:9]1.[C:20](=[O:21])([O-:22])[O-:23].[CH2:27]1[O:28][CH2:29][CH2:30][O:31][CH2:32]1.[CH3:33][OH:34].[F:10][c:11]1[cH:12][cH:13][c:14]([B:17]([OH:18])[OH:19])[cH:15][n:16]1.[K+:24].[K+:25].[OH2:26]>>[c:2]1(-[c:14]2[cH:13][cH:12][c:11]([F:10])[n:16][cH:15]2)[cH:3][cH:4][c:5]([C:6]#[N:7])[cH:8][cH:9]1. The reactants are FC1=C(C=CC=C1)NN=CC1=C(C=C(C=C1Br)C)Br (2,6-Dibromo-4-methylbenzaldehyde (2-fluorophenyl)hydrazone), FC1=C(C=CC=C1)NN=CC1=C(C=C(C=C1Br)C)Br (2,6-Dibromo-4-methylbenzaldehyde (2-fluorophenyl)hydrazone), P(=O)([O-])([O-])[O-].[K+].[K+].[K+] (tripotassium phosphate). Reagents/catalysts: C=1C=CC(=CC1)/C=C/C(=O)/C=C/C2=CC=CC=C2.C=1C=CC(=CC1)/C=C/C(=O)/C=C/C2=CC=CC=C2.C=1C=CC(=CC1)/C=C/C(=O)/C=C/C2=CC=CC=C2.[Pd].[Pd] (tris(dibenzylideneacetone)dipalladium(0)), C=1C=CC(=CC1)P(C=2C=CC=CC2)C3=CC=C4C=CC=CC4=C3C5=C6C=CC=CC6=CC=C5P(C=7C=CC=CC7)C=8C=CC=CC8 (BINAP). Run in C1(=CC=CC=C1)C (toluene). Product: BrC1=C2C=NN(C2=CC(=C1)C)C1=C(C=CC=C1)F (4-Bromo-1-(2-fluorophenyl)-6-methyl-1H-indazole). The yield is 41.0%. RXN SMILES: [F:1][C:2]1[CH:7]=[CH:6][CH:5]=[CH:4][C:3]=1[NH:8][N:9]=[CH:10][C:11]1[C:16](Br)=[CH:15][C:14]([CH3:18])=[CH:13][C:12]=1[Br:19].P([O-])([O-])([O-])=O.[K+].[K+].[K+]>C1(C)C=CC=CC=1.C1C=CC(/C=C/C(/C=C/C2C=CC=CC=2)=O)=CC=1.C1C=CC(/C=C/C(/C=C/C2C=CC=CC=2)=O)=CC=1.C1C=CC(/C=C/C(/C=C/C2C=CC=CC=2)=O)=CC=1.[Pd].[Pd].C1C=CC(P(C2C(C3C(P(C4C=CC=CC=4)C4C=CC=CC=4)=CC=C4C=3C=CC=C4)=C3C(C=CC=C3)=CC=2)C2C=CC=CC=2)=CC=1>[Br:19][C:12]1[CH:13]=[C:14]([CH3:18])[CH:15]=[C:16]2[C:11]=1[CH:10]=[N:9][N:8]2[C:3]1[CH:4]=[CH:5][CH:6]=[CH:7][C:2]=1[F:1] |f:1.2.3.4,6.7.8.9.10|. Procedure details: 2,6-Dibromo-4-methylbenzaldehyde (2-fluorophenyl)hydrazone (Intermediate 25, 767 mg, 1.99 mmol), tripotassium phosphate (1.06 g, 4.98 mmol), tris(dibenzylideneacetone)dipalladium(0) (73 mg, 0.08 mmol) and racemic BINAP (50 mg, 0.08 mmol) were dissolved in toluene (26 mL) and heated under reflux for 16 hours in a nitrogen atmosphere. The mixture was then cooled and evaporated under reduced pressure. The residue purified by silica gel chromatography using the Flashmaster II (100 g cartridge) eluti... The reactants are COC(=O)C1N(S(=O)(=O)c2ccc(OCC#CCCCCNC(=O)OC(C)(C)C)cc2)CCSC1(C)C, [I-], [Li+]. Yields the product CC(C)(C)OC(=O)NCCCCC#CCOc1ccc(S(=O)(=O)N2CCSC(C)(C)C2C(=O)O)cc1. Reaction SMILES: [CH3:1][O:2][C:3](=[O:4])[CH:5]1[C:6]([CH3:36])([CH3:37])[S:7][CH2:8][CH2:9][N:10]1[S:11](=[O:12])(=[O:13])[c:14]1[cH:15][cH:16][c:17]([O:20][CH2:21][C:22]#[C:23][CH2:24][CH2:25][CH2:26][CH2:27][NH:28][C:29](=[O:30])[O:31][C:32]([CH3:33])([CH3:34])[CH3:35])[cH:18][cH:19]1.[I-:38].[Li+:39]>>[O:2]=[C:3]([OH:4])[CH:5]1[C:6]([CH3:36])([CH3:37])[S:7][CH2:8][CH2:9][N:10]1[S:11](=[O:12])(=[O:13])[c:14]1[cH:15][cH:16][c:17]([O:20][CH2:21][C:22]#[C:23][CH2:24][CH2:25][CH2:26][CH2:27][NH:28][C:29](=[O:30])[O:31][C:32]([CH3:33])([CH3:34])[CH3:35])[cH:18][cH:19]1.